Dataset: the Open Reaction Database (ORD), a public repository of structured organic reaction records. Task: describe an organic reaction: reactants, conditions, products, and yield The reactants are Cl[SiH2][SiH3] (monochlorodisilane), C(C)(C)NC(C)C (di-iso-propylamine). The solvent is CCCCCC (hexane). Product: C(C)(C)N(C(C)C)[SiH2][SiH3] (di-iso-propylaminodisilane). RXN SMILES: Cl[SiH2:2][SiH3:3].[CH:4]([NH:7][CH:8]([CH3:10])[CH3:9])([CH3:6])[CH3:5]>CCCCCC>[CH:4]([N:7]([SiH2:2][SiH3:3])[CH:8]([CH3:10])[CH3:9])([CH3:6])[CH3:5]. Reported procedure: In a 3-necked round bottom flask equipped with a mechanic stirrer, a condenser, and an addition funnel, a solution of 1 equivalent monochlorodisilane in hexane was cooled to −10° C. with a cold bath. With stirring, 2 equivalent of di-iso-propylamine was added dropwise through the addition funnel. After the addition was completed, the reaction mixture was allowed to warm up to room temperature. The reaction mixture was stirred at room temperature for 2 hours, followed by filtration. A distillatio... Starting materials: C(#N)C1=C(C(=O)C(=C(C1=O)Cl)Cl)C#N (DDQ), C(C)C(CC)N1CCC=2C(=NC=3N(C21)N=C(C3C=O)C)C (8-(1-ethylpropyl)-2,5-dimethyl-7,8-dihydro-6H-pyrazolo[1,5-a]pyrrolo[3,2-e]pyrimidin-3-carbaldehyde), C1(=C(C=CC=C1)N)N (1,2-phenylenediamine), aqueous solution, [OH-].[Na+] (sodium hydroxide). Run in C(C)#N (acetonitrile). Reaction conditions: time 1 day. Product: N1C(=NC2=C1C=CC=C2)C=2C(=NN1C2N=C(C2=C1N(CC2)C(CC)CC)C)C (3-(1H-Benzo[d]imidazol-2-yl)-8-(1-ethylpropyl)-2,5-dimethyl-7,8-dihydro-6H-pyrazolo[1,5-a]pyrrolo[3,2-e]pyrimidine). Isolated yield 17.5%. RXN SMILES: C(C1C(=O)C(Cl)=C(Cl)C(=O)C=1C#N)#N.[CH2:15]([CH:17]([N:20]1[C:28]2[N:27]3[N:29]=[C:30]([CH3:34])[C:31]([CH:32]=O)=[C:26]3[N:25]=[C:24]([CH3:35])[C:23]=2[CH2:22][CH2:21]1)[CH2:18][CH3:19])[CH3:16].[C:36]1([NH2:43])[CH:41]=[CH:40][CH:39]=[CH:38][C:37]=1[NH2:42].[OH-].[Na+]>C(#N)C>[NH:42]1[C:37]2[CH:38]=[CH:39][CH:40]=[CH:41][C:36]=2[N:43]=[C:32]1[C:31]1[C:30]([CH3:34])=[N:29][N:27]2[C:28]3[N:20]([CH:17]([CH2:18][CH3:19])[CH2:15][CH3:16])[CH2:21][CH2:22][C:23]=3[C:24]([CH3:35])=[N:25][C:26]=12 |f:3.4|. Reported procedure: DDQ (79 mg, 0.35 mmol) was added to a solution of 8-(1-ethylpropyl)-2,5-dimethyl-7,8-dihydro-6H-pyrazolo[1,5-a]pyrrolo[3,2-e]pyrimidin-3-carbaldehyde (100 mg, 0.35 mmol) and 1,2-phenylenediamine (40 mg, 0.37 mmol) in acetonitrile (1 mL) at room temperature and the mixture was stirred for one day. Further, a 0.5N aqueous solution of sodium hydroxide was added thereto, followed by stirring for five hours. The mixture was extracted with ethyl acetate, dried over anhydrous magnesium sulfate and evap... Starting materials: OC=1C=C(C=CC(=O)C2C(CCC2=O)=O)C=CC1 (2-(3-hydroxycinnamoyl)-1,3-cyclopentanedione). The reagents and catalysts are [Pd] (palladium on charcoal). Solvent: C(C)O (ethanol). The product is OC=1C=C(CCC(=O)C2C(CCC2=O)=O)C=CC1 (2-(3-Hydroxyhydrocinnamoyl)-1,3-cyclopentanedione). Reaction SMILES: [OH:1][C:2]1[CH:3]=[C:4]([CH:16]=[CH:17][CH:18]=1)[CH:5]=[CH:6][C:7]([CH:9]1[C:13](=[O:14])[CH2:12][CH2:11][C:10]1=[O:15])=[O:8]>C(O)C.[Pd]>[OH:1][C:2]1[CH:3]=[C:4]([CH:16]=[CH:17][CH:18]=1)[CH2:5][CH2:6][C:7]([CH:9]1[C:13](=[O:14])[CH2:12][CH2:11][C:10]1=[O:15])=[O:8]. Reported procedure: The hydrogenation of 2-(3-hydroxycinnamoyl)-1,3-cyclopentanedione as prepared in the preceding step was carried out by dissolving in ethanol in the presence of 5% palladium on charcoal at room temperature and under atmospheric pressure. 2-(3-Hydroxyhydrocinnamoyl)-1,3-cyclopentanedione was obtained in a quantitative yield, m.p 162°-165° C. Procedure details: tert-Butyl{(1R,2R)-3,3-difluoro-2-[({5-methyl-4-[6-(trimethoxymethyl)pyrazolo[1,5-a]pyrimidin-3-yl]thiophen-2-yl}carbonyl)amino]cyclohexyl}carbamate (45 mg, 0.076 mmol) was dissolved in dichloromethane (2 mL) and trifluoroacetic acid (275 μL, 3.55 mmol) added. The reaction mixture was stirred at room temperature for 1 h, neutralized with saturated sodium bicarbonate (aq) and extracted 3× with dichloromethane. The organic layers were combined and dried with sodium sulfate, concentrated and purifi... Reaction SMILES: C(OC(=O)[NH:7][C@@H:8]1[CH2:13][CH2:12][CH2:11][C:10]([F:15])([F:14])[C@@H:9]1[NH:16][C:17]([C:19]1[S:20][C:21]([CH3:40])=[C:22]([C:24]2[CH:25]=[N:26][N:27]3[CH:32]=[C:31]([C:33](OC)([O:36]C)[O:34][CH3:35])[CH:30]=[N:29][C:28]=23)[CH:23]=1)=[O:18])(C)(C)C.FC(F)(F)C(O)=O.C(=O)(O)[O-].[Na+]>ClCCl>[CH3:35][O:34][C:33]([C:31]1[CH:30]=[N:29][C:28]2[N:27]([N:26]=[CH:25][C:24]=2[C:22]2[CH:23]=[C:19]([C:17](=[O:18])[NH:16][C@@H:9]3[C@H:8]([NH2:7])[CH2:13][CH2:12][CH2:11][C:10]3([F:14])[F:15])[S:20][C:21]=2[CH3:40])[CH:32]=1)=[O:36] |f:2.3|. The solvent is ClCCl (dichloromethane). The reactants are FC(C(=O)O)(F)F (trifluoroacetic acid), C(C)(C)(C)OC(N[C@H]1[C@H](C(CCC1)(F)F)NC(=O)C=1SC(=C(C1)C=1C=NN2C1N=CC(=C2)C(OC)(OC)OC)C)=O (tert-Butyl{(1R,2R)-3,3-difluoro-2-[({5-methyl-4-[6-(trimethoxymethyl)pyrazolo[1,5-a]pyrimidin-3-yl]thiophen-2-yl}carbonyl)amino]cyclohexyl}carbamate), C([O-])(O)=O.[Na+] (sodium bicarbonate). The product is COC(=O)C=1C=NC=2N(C1)N=CC2C2=C(SC(=C2)C(N[C@H]2C(CCC[C@H]2N)(F)F)=O)C (Methyl-3-(5-{[(1R,6R)-6-amino-2,2-difluorocyclohexyl]carbamoyl}-2-methylthiophen-3-yl)pyrazolo[1,5-a]pyrimidine-6-carboxylate). Conditions: time 1 hour. The reactants are BrC1=CC=C2OC=3C(=CC(=CC3[C@]3(C2=C1)N=C(OCC3)N)OC)F ((S)-7′-bromo-4′-fluoro-2′-methoxy-5,6-dihydrospiro[[1,3]oxazine-4,9′-xanthen]-2-amine), [N-]=[N+]=[N-].[Na+] (sodium azide), O=C1C(O)=C([O-])[C@H](O1)[C@@H](O)CO.[Na+] ((+)-sodium L-ascorbate), CN[C@H]1[C@@H](CCCC1)NC (trans-N,N′-dimethyl-1,2-cyclohexanediamine). The reagents and catalysts are [Cu]I (copper(I) iodide). The solvent is C(C)O (ethanol), O (water), O (water). Run at temperature 90 celsius, time 4 hour. Product: N(=[N+]=[N-])C1=CC=C2OC=3C(=CC(=CC3[C@]3(C2=C1)N=C(OCC3)N)OC)F ((S)-7′-azido-4′-fluoro-2′-methoxy-5,6-dihydrospiro[[1,3]oxazine-4,9′-xanthen]-2-amine). Isolated yield 76.0%. Reaction SMILES: Br[C:2]1[CH:15]=[C:14]2[C:5]([O:6][C:7]3[C:8]([F:24])=[CH:9][C:10]([O:22][CH3:23])=[CH:11][C:12]=3[C@@:13]32[CH2:20][CH2:19][O:18][C:17]([NH2:21])=[N:16]3)=[CH:4][CH:3]=1.[N-:25]=[N+:26]=[N-:27].[Na+].O=C1O[C@H]([C@H](CO)O)C([O-])=C1O.[Na+].CN[C@@H]1CCCC[C@H]1NC>C(O)C.[Cu]I.O>[N:25]([C:2]1[CH:15]=[C:14]2[C:5]([O:6][C:7]3[C:8]([F:24])=[CH:9][C:10]([O:22][CH3:23])=[CH:11][C:12]=3[C@@:13]32[CH2:20][CH2:19][O:18][C:17]([NH2:21])=[N:16]3)=[CH:4][CH:3]=1)=[N+:26]=[N-:27] |f:1.2,3.4|. Procedure details: To a solution of (S)-7′-bromo-4′-fluoro-2′-methoxy-5,6-dihydrospiro[[1,3]oxazine-4,9′-xanthen]-2-amine (422 mg, 1.073 mmol) in ethanol (3.5 ml) was added sodium azide (209 mg, 3.22 mmol), copper(I) iodide (41 mg, 0.215 mmol), (+)-sodium L-ascorbate (21 mg, 0.107 mmol), trans-N,N′-dimethyl-1,2-cyclohexanediamine (0.05 ml, 0.322 mmol) and water (1.5 ml) and the mixture was stirred at 90° C. for 4 hrs. The mixture was cooled to RT, additional water (2 ml) was added and stirring continued for additi... Reactants: CC(C)CCCC(C)CCCC(C)CCCC(C)CC(O)O, [N-]=[N+]=[N-], [N-]=[N+]=[N-], [Na+], CN(C)C=O. Yields the product CC(C)CCCC(C)CCCC(C)CCCC(C)CC(O)(O)N=[N+]=[N-]. RXN SMILES: [CH:1]([CH2:2][CH:3]([CH3:4])[CH2:5][CH2:6][CH2:7][CH:8]([CH3:9])[CH2:10][CH2:11][CH2:12][CH:13]([CH3:14])[CH2:15][CH2:16][CH2:17][CH:18]([CH3:19])[CH3:20])([OH:21])[OH:22].[N-:24]=[N+:25]=[N-:26].[N-:27]=[N+:28]=[N-:29].[Na+:23].[O:30]=[CH:31][N:32]([CH3:33])[CH3:34]>>[C:1]([CH2:2][CH:3]([CH3:4])[CH2:5][CH2:6][CH2:7][CH:8]([CH3:9])[CH2:10][CH2:11][CH2:12][CH:13]([CH3:14])[CH2:15][CH2:16][CH2:17][CH:18]([CH3:19])[CH3:20])([OH:21])([OH:22])[N:24]=[N+:25]=[N-:26]. Starting materials: C(C)(C)(C)OC(=O)N1C[C@@H](CC1)NC1=C(C=C(C=C1)N1C(O[C@H](C1)CNC(C)=O)=O)F ((3R)3-{4-[(5S)-5-(Acetylaminomethyl)-2-oxo-oxazolidin-3-yl]-2-fluoro-phenylamino}-pyrrolidine-1-carboxylic acid tert-butyl ester), 4R, C(C)OC(=O)[C@@H]1CN(C[C@@H]1CNC(=O)OC(C)(C)C)CC1=CC=CC=C1 ((3S, 4S)-1-benzyl-4-(tert-butoxycarbonylamino-methyl)-pyrrolidine-3-carboxylic acid ethyl ester), O.[OH-].[Li+] (lithium hydroxide mono hydrate), O (water). Run in C1CCOC1 (THF). Reaction conditions: temperature 40 celsius. Yields the product C(C1=CC=CC=C1)N1C[C@H]([C@H](C1)CNC(=O)OC(C)(C)C)C(=O)O ((3S, 4S)-1-Benzyl-4-(tert-butoxycarbonylamino-methyl)-pyrrolidine-3-carboxylic acid). As a reaction SMILES: C(OC(N1CC[C@@H](NC2C=CC(N3C[C@H](CNC(=O)C)OC3=O)=CC=2F)C1)=O)(C)(C)C.C([O:34][C:35]([C@H:37]1[C@@H:41]([CH2:42][NH:43][C:44]([O:46][C:47]([CH3:50])([CH3:49])[CH3:48])=[O:45])[CH2:40][N:39]([CH2:51][C:52]2[CH:57]=[CH:56][CH:55]=[CH:54][CH:53]=2)[CH2:38]1)=[O:36])C.O.[OH-].[Li+].O>C1COCC1>[CH2:51]([N:39]1[CH2:40][C@H:41]([CH2:42][NH:43][C:44]([O:46][C:47]([CH3:48])([CH3:49])[CH3:50])=[O:45])[C@H:37]([C:35]([OH:36])=[O:34])[CH2:38]1)[C:52]1[CH:57]=[CH:56][CH:55]=[CH:54][CH:53]=1 |f:2.3.4|. Procedure: To a solution of 2.9 (3R, 4R) and (3S, 4S)-1-benzyl-4-(tert-butoxycarbonylamino-methyl)-pyrrolidine-3-carboxylic acid ethyl ester (8.0 mmol) in 50 ml THF were added 671 mg lithium hydroxide mono hydrate (, 16 mmol) and 0.5 ml water. The solution was stirred at 40° C. and the reaction monitored by TLC. After 72 h the solvent was evaporated, the residue dissolved in dichloromethane, washed with water and brine, dried over Mg sulfate, filtered and evaporated. The residue was crystallized from a dic... The reactants are CC(C)(C)CC(=O)Cl, O=C(CSCCO)NCC=CCOc1cc(CN2CCCCC2)ccn1. Product: CC(C)(C)CC(=O)OCCSCC(=O)NCC=CCOc1cc(CN2CCCCC2)ccn1. RXN SMILES: [CH3:27][C:28]([CH2:29][C:30](=[O:31])[Cl:32])([CH3:33])[CH3:34].[N:1]1([CH2:7][c:8]2[cH:9][c:10]([O:14][CH2:15][CH:16]=[CH:17][CH2:18][NH:19][C:20]([CH2:21][S:22][CH2:23][CH2:24][OH:25])=[O:26])[n:11][cH:12][cH:13]2)[CH2:2][CH2:3][CH2:4][CH2:5][CH2:6]1>>[N:1]1([CH2:7][c:8]2[cH:9][c:10]([O:14][CH2:15][CH:16]=[CH:17][CH2:18][NH:19][C:20]([CH2:21][S:22][CH2:23][CH2:24][O:25][C:30]([CH2:29][C:28]([CH3:27])([CH3:33])[CH3:34])=[O:31])=[O:26])[n:11][cH:12][cH:13]2)[CH2:2][CH2:3][CH2:4][CH2:5][CH2:6]1.